From a dataset of the Open Reaction Database (ORD), a public repository of structured organic reaction records. describe an organic reaction: reactants, conditions, products, and yield Solvent: C1CCOC1 (THF), C(C)(=O)OCC.CCCCCC (ethyl acetate hexane). Procedure details: To a cold (˜0° C., ice/water bath) mixture of 2-amino-6-chloropurine (2.2 g. 13.2 mmol), 4 (3.9 g, 12 mmol), triphenylphosphine (3.52 g, 13.4 mmol) in 50 ml of anhydrous THF was added with stirring 2.75 ml (13.9 mmol) of diisopropylazodicarboxylate. The reaction was stirred at room temperature for 5 hrs. The solvent was removed in vacuo and the residue chromatographed on silica eluting with a gradient of ethyl acetate (20-66%) in hexane. The product-containing fractions were pooled and concentra... Run at time 5 hour. Starting materials: ice water, NC1=NC(=C2NC=NC2=N1)Cl (2-amino-6-chloropurine), C(C1=CC=CC=C1)OC[C@@H](CO)[C@@H](C)O[Si](C)(C)C(C)(C)C ((2R,3R)-2-((benzyloxy)methyl)-3-(tert-butyldimethylsiloxy)butan-1-ol), C1(=CC=CC=C1)P(C1=CC=CC=C1)C1=CC=CC=C1 (triphenylphosphine), CC(C)OC(=O)/N=N/C(=O)OC(C)C (diisopropylazodicarboxylate). Isolated yield 75.3%. The product is C(C1=CC=CC=C1)OC[C@H]([C@@H](C)O[Si](C)(C)C(C)(C)C)CN1C2=NC(=NC(=C2N=C1)Cl)N ((2R,3R)-1-Benzyloxy-3-(tert-butyldimethylsiloxy)-2-((2-amino-6-chloro-9H-purin-9-yl)methyl)butane). As a reaction SMILES: [NH2:1][C:2]1[N:10]=[C:9]2[C:5]([NH:6][CH:7]=[N:8]2)=[C:4]([Cl:11])[N:3]=1.[CH2:12]([O:19][CH2:20][C@H:21]([C@H:24]([O:26][Si:27]([C:30]([CH3:33])([CH3:32])[CH3:31])([CH3:29])[CH3:28])[CH3:25])[CH2:22]O)[C:13]1[CH:18]=[CH:17][CH:16]=[CH:15][CH:14]=1.C1(P(C2C=CC=CC=2)C2C=CC=CC=2)C=CC=CC=1.CC(OC(/N=N/C(OC(C)C)=O)=O)C>C1COCC1.C(OCC)(=O)C.CCCCCC>[CH2:12]([O:19][CH2:20][C@@H:21]([CH2:22][N:8]1[CH:7]=[N:6][C:5]2[C:9]1=[N:10][C:2]([NH2:1])=[N:3][C:4]=2[Cl:11])[C@H:24]([O:26][Si:27]([C:30]([CH3:31])([CH3:33])[CH3:32])([CH3:28])[CH3:29])[CH3:25])[C:13]1[CH:18]=[CH:17][CH:16]=[CH:15][CH:14]=1 |f:5.6|. The reactants are CC(C1=CC=CC=C1)=NC1=CC=C(C=C1)C(=O)OCC (N-(α-methyl benzylidene)-p-carbethoxy aniline). The reagents and catalysts are [Pd] (Pd/C). The solvent is C(C)O (ethanol). Product: CC(C1=CC=CC=C1)NC1=CC=C(C=C1)C(=O)OCC (N-(α-methyl benzyl)-p-carbethoxy aniline). RXN SMILES: [CH3:1][C:2](=[N:9][C:10]1[CH:15]=[CH:14][C:13]([C:16]([O:18][CH2:19][CH3:20])=[O:17])=[CH:12][CH:11]=1)[C:3]1[CH:8]=[CH:7][CH:6]=[CH:5][CH:4]=1>[Pd].C(O)C>[CH3:1][CH:2]([NH:9][C:10]1[CH:11]=[CH:12][C:13]([C:16]([O:18][CH2:19][CH3:20])=[O:17])=[CH:14][CH:15]=1)[C:3]1[CH:4]=[CH:5][CH:6]=[CH:7][CH:8]=1. Procedure details: N-(α-methyl benzylidene)-p-carbethoxyaniline (XI) prepared by the procedure described in example XXIIA was hydrogenated using 5% Pd/C as the catalyst and 95% ethanol as the solvent to give N-(α-methyl benzyl)-p-carbethoxy aniline (XII). XII had a m.p. of 88° C. The reactants are Cl.Cl.N12C[C@@H](C(CC1)CC2)N ((R)-1-azabicyclo[2.2.2]oct-3-ylamine dihydrochloride), O1C(=CC=C1)/C=C/C(=O)O (E-3-(2-furyl)propenoic acid). The product is N12C[C@@H](C(CC1)CC2)NC(\C=C\C=2OC=CC2)=O ((R)-N-(1-Azabicyclo[2.2.2]oct-3-yl)[E-3-(2-furyl)propenamide]). Reaction SMILES: Cl.Cl.[N:3]12[CH2:10][CH2:9][CH:6]([CH2:7][CH2:8]1)[C@@H:5]([NH2:11])[CH2:4]2.[O:12]1[CH:16]=[CH:15][CH:14]=[C:13]1/[CH:17]=[CH:18]/[C:19](O)=[O:20]>>[N:3]12[CH2:10][CH2:9][CH:6]([CH2:7][CH2:8]1)[C@@H:5]([NH:11][C:19](=[O:20])/[CH:18]=[CH:17]/[C:13]1[O:12][CH:16]=[CH:15][CH:14]=1)[CH2:4]2 |f:0.1.2|. Procedure: Prepared as a free base by a method analogous to that described in Example 1 from (R)-1-azabicyclo[2.2.2]oct-3-ylamine dihydrochloride and E-3-(2-furyl)propenoic acid; the compound was purified by chromatography on silica gel using ammoniated methanol/chloroform mixtures as the eluent; MS (ES+) 247 (MH+).